From a dataset of the Open Reaction Database (ORD), a public repository of structured organic reaction records. describe an organic reaction: reactants, conditions, products, and yield Reactants: [BH4-], CCOC(=O)C1CC(=O)CC1CC, CO, [Cl-], [NH4+], [Na+]. Yields the product CCOC(=O)C1CC(O)CC1CC. Reaction SMILES: [BH4-:14].[CH2:1]([CH3:2])[CH:3]1[CH:4]([C:9](=[O:10])[O:11][CH2:12][CH3:13])[CH2:5][C:6](=[O:8])[CH2:7]1.[CH3:18][OH:19].[Cl-:16].[NH4+:17].[Na+:15]>>[CH2:1]([CH3:2])[CH:3]1[CH:4]([C:9](=[O:10])[O:11][CH2:12][CH3:13])[CH2:5][CH:6]([OH:8])[CH2:7]1. The reactants are C1(=CC=CS1)C(=O)Cl (2-thenoyl chloride), ClC=1C(=CC(NC1)=O)O (5-chloro-4-hydroxy-2-pyridone). Run in N1=CC=CC=C1 (pyridine). Run at time 4.5 hour. Product: ClC=1C(=CC(NC1)=O)OC(C1=CC=CS1)=O (5-chloro-4-(2-thenoyloxy)-2-pyridone). The yield is 23.0%. As a reaction SMILES: [C:1]1([C:6](Cl)=[O:7])[S:5][CH:4]=[CH:3][CH:2]=1.[Cl:9][C:10]1[C:11]([OH:17])=[CH:12][C:13](=[O:16])[NH:14][CH:15]=1>N1C=CC=CC=1>[Cl:9][C:10]1[C:11]([O:17][C:6](=[O:7])[C:1]2[S:5][CH:4]=[CH:3][CH:2]=2)=[CH:12][C:13](=[O:16])[NH:14][CH:15]=1. Reported procedure: A 2.42 g quantity of 2-thenoyl chloride was added to a suspension of 2.00 g of 5-chloro-4-hydroxy-2-pyridone in 100 ml of pyridine, and the mixture was stirred at room temperature for 4.5 hours. The reaction mixture was concentrated and the concentrate was washed with ethyl acetate and water, thereby producing 0.82 g of the title compound in a yield of 23%.